Dataset: the Open Reaction Database (ORD), a public repository of structured organic reaction records. Task: describe an organic reaction: reactants, conditions, products, and yield Reaction SMILES: [CH3:43][CH2:44][OH:45].[Cl:1][c:2]1[c:3]([B:8]([OH:9])[OH:10])[cH:4][cH:5][cH:6][cH:7]1.[F:11][C:12]([F:13])([F:14])[S:15]([O:16][c:17]1[cH:18][cH:19][c:20]([CH:23]2[CH2:24][CH2:25][CH2:26][N:27]3[C:28]2=[N:29][S:30](=[O:33])(=[O:34])[CH2:31][CH2:32]3)[cH:21][cH:22]1)(=[O:35])=[O:36].[Na+:37].[Na+:38].[O-:39][C:40](=[O:41])[O-:42].[O:47]=[CH:48][N:49]([CH3:50])[CH3:51].[OH2:46].[cH:52]1[cH:53][cH:54][c:55]([P:56]([Pd:57]([P:58]([c:59]2[cH:60][cH:61][cH:62][cH:63][cH:64]2)([c:65]2[cH:66][cH:67][cH:68][cH:69][cH:70]2)[c:71]2[cH:72][cH:73][cH:74][cH:75][cH:76]2)([P:77]([c:78]2[cH:79][cH:80][cH:81][cH:82][cH:83]2)([c:84]2[cH:85][cH:86][cH:87][cH:88][cH:89]2)[c:90]2[cH:91][cH:92][cH:93][cH:94][cH:95]2)[P:96]([c:97]2[cH:98][cH:99][cH:100][cH:101][cH:102]2)([c:103]2[cH:104][cH:105][cH:106][cH:107][cH:108]2)[c:109]2[cH:110][cH:111][cH:112][cH:113][cH:114]2)([c:115]2[cH:116][cH:117][cH:118][cH:119][cH:120]2)[c:121]2[cH:122][cH:123][cH:124][cH:125][cH:126]2)[cH:127][cH:128]1>>[Cl:1][c:2]1[c:3](-[c:17]2[cH:18][cH:19][c:20]([CH:23]3[CH2:24][CH2:25][CH2:26][N:27]4[C:28]3=[N:29][S:30](=[O:33])(=[O:34])[CH2:31][CH2:32]4)[cH:21][cH:22]2)[cH:4][cH:5][cH:6][cH:7]1. Yields the product O=S1(=O)CCN2CCCC(c3ccc(-c4ccccc4Cl)cc3)C2=N1. Starting materials: CCO, OB(O)c1ccccc1Cl, O=S1(=O)CCN2CCCC(c3ccc(OS(=O)(=O)C(F)(F)F)cc3)C2=N1, [Na+], [Na+], O=C([O-])[O-], CN(C)C=O, O, c1ccc(P(c2ccccc2)(c2ccccc2)[Pd](P(c2ccccc2)(c2ccccc2)c2ccccc2)(P(c2ccccc2)(c2ccccc2)c2ccccc2)P(c2ccccc2)(c2ccccc2)c2ccccc2)cc1. Reactants: CO, [H][H], O=C(NCc1ccccc1Cl)c1cccnc1Oc1cccc([N+](=O)[O-])c1, C1CCOC1. The product is Nc1cccc(Oc2ncccc2C(=O)NCc2ccccc2Cl)c1. Reaction SMILES: [CH3:30][OH:31].[H:28][H:29].[N+:1]([O-:2])(=[O:3])[c:4]1[cH:5][c:6]([O:7][c:8]2[c:9]([C:10](=[O:11])[NH:12][CH2:13][c:14]3[c:15]([Cl:20])[cH:16][cH:17][cH:18][cH:19]3)[cH:21][cH:22][cH:23][n:24]2)[cH:25][cH:26][cH:27]1.[O:32]1[CH2:33][CH2:34][CH2:35][CH2:36]1>>[NH2:1][c:4]1[cH:5][c:6]([O:7][c:8]2[c:9]([C:10](=[O:11])[NH:12][CH2:13][c:14]3[c:15]([Cl:20])[cH:16][cH:17][cH:18][cH:19]3)[cH:21][cH:22][cH:23][n:24]2)[cH:25][cH:26][cH:27]1. The reactants are CC1=CC(OC(=O)C=Cc2ccccc2)C(O)C(C)(C)CC1=O, CCOC(C)=O, CCCCCC. The product is CC(=O)OC1C(OC(=O)C=Cc2ccccc2)C=C(C)C(=O)CC1(C)C. As a reaction SMILES: [C:1]([CH:2]=[CH:3][c:4]1[cH:5][cH:6][cH:7][cH:8][cH:9]1)(=[O:10])[O:11][CH:12]1[CH:13]=[C:14]([CH3:23])[C:15](=[O:22])[CH2:16][C:17]([CH3:20])([CH3:21])[CH:18]1[OH:19].[CH3:24][CH2:25][O:26][C:27](=[O:28])[CH3:29].[CH3:30][CH2:31][CH2:32][CH2:33][CH2:34][CH3:35]>>[C:1]([CH:2]=[CH:3][c:4]1[cH:5][cH:6][cH:7][cH:8][cH:9]1)(=[O:10])[O:11][CH:12]1[CH:13]=[C:14]([CH3:23])[C:15](=[O:22])[CH2:16][C:17]([CH3:20])([CH3:21])[CH:18]1[O:19][C:25]([CH3:24])=[O:26]. The reactants are C(C)OC(=O)C=1NN(C(C1)=O)CC1=C(C=CC=C1)S(=O)(=O)O (3-Ethoxycarbonyl-1-(2-sulfobenzyl)-pyrazoline-5-one), [OH-].[Na+] (sodium hydroxide), Cl (hydrochloric acid). Solvent: O (water). Run at temperature 70 celsius, time 5 hour. The product is C(=O)(O)C=1NN(C(C1)=O)CC1=C(C=CC=C1)S(=O)(=O)O (3-Carboxy-1-(2-sulfobenzyl)pyrazoline-5-one). The yield is 86.8%. RXN SMILES: [OH-].[Na+].C([O:5][C:6]([C:8]1[NH:9][N:10]([CH2:14][C:15]2[CH:20]=[CH:19][CH:18]=[CH:17][C:16]=2[S:21]([OH:24])(=[O:23])=[O:22])[C:11](=[O:13])[CH:12]=1)=[O:7])C.Cl>O>[C:6]([C:8]1[NH:9][N:10]([CH2:14][C:15]2[CH:20]=[CH:19][CH:18]=[CH:17][C:16]=2[S:21]([OH:24])(=[O:22])=[O:23])[C:11](=[O:13])[CH:12]=1)([OH:7])=[O:5] |f:0.1|. Reported procedure: To a solution prepared by dissolving 7.8 g of sodium hydroxide in 20 ml of water was added 17.9 g of Intermediate A, and the resulting mixture was heated with stirring for 5 hours at a reaction mixture temperature of 70° C. After cooling the reaction mixture to room temperature, 16 ml of concentrated hydrochloric acid was added thereto, and the concentration treatment was continued under reduced pressure until a white crystalline precipitate started to separate from the reaction mixture, and the... The reactants are S1N=C(C=N1)C(=O)O (1,2,5-thiadiazole-3-carboxylic acid), ice water, NC=1C=C2C(C(NC2=CC1N)=O)(C)C (5,6-diamino-3,3-dimethyl-indolin-2-one), polyphosphoric acid. Product: CC1(C(NC2=CC3=C(N=C(N3)C3=NSN=C3)C=C21)=O)C (7,7-Dimethyl-2-(1,2,5-thiadiazol-3-yl)-6,7-dihydro-3H,5H-pyrrolo[2,3-f]benzimidazol-6-one). As a reaction SMILES: [S:1]1[N:5]=[CH:4][C:3]([C:6](O)=O)=[N:2]1.[NH2:9][C:10]1[CH:11]=[C:12]2[C:16](=[CH:17][C:18]=1[NH2:19])[NH:15][C:14](=[O:20])[C:13]2([CH3:22])[CH3:21]>>[CH3:21][C:13]1([CH3:22])[C:12]2[C:16](=[CH:17][C:18]3[NH:19][C:6]([C:3]4[CH:4]=[N:5][S:1][N:2]=4)=[N:9][C:10]=3[CH:11]=2)[NH:15][C:14]1=[O:20]. Procedure details: 2.0 g. (15.3 mmol) 1,2,5-thiadiazole-3-carboxylic acid and 2.6 g. (13.6 mmol) 5,6-diamino-3,3-dimethyl-indolin-2-one are heated in 40 ml. polyphosphoric acid under an atmosphere of nitrogen for 2 hours at 160° C. The warm solution is poured on to ice water, worked up and the crystals obtained are filtered off with suction. The residue is again suspended in water, neutralised with an aqueous solution of ammonia, filtered off with suction and recrystallised from methanol with the addition of charc... Run in CC#N (MeCN). Yield: 33.5%. As a reaction SMILES: Cl[CH2:2][C:3]#[N:4].[Cl:5][C:6]1[CH:11]=[CH:10][CH:9]=[CH:8][C:7]=1[N:12]1[C:17](=[O:18])[CH:16]=[CH:15][C:14]([C:19]#[N:20])=[C:13]1[S-:21].[Na+].O>CC#N>[NH2:20][C:19]1[C:14]2[CH:15]=[CH:16][C:17](=[O:18])[N:12]([C:7]3[CH:8]=[CH:9][CH:10]=[CH:11][C:6]=3[Cl:5])[C:13]=2[S:21][C:2]=1[C:3]#[N:4] |f:1.2|. Starting materials: ClCC#N (Chloroacetonitrile), ClC1=C(C=CC=C1)N1C(=C(C=CC1=O)C#N)[S-].[Na+] (Sodium 1-(2-chlorophenyl)-3-cyano-6-oxo-1,6-dihydropyridine-2-thiolate), O (H2O). The product is NC1=C(SC=2N(C(C=CC21)=O)C2=C(C=CC=C2)Cl)C#N (3-Amino-7-(2-chlorophenyl)-6-oxo-6,7-dihydrothieno[2,3-b]pyridine-2-carbonitrile). Reported procedure: Chloroacetonitrile (0.35 mL, 5.5 mmol) was added to a solution of Example 2 (1.42 g, 5.0 mmol) in MeCN (50 mL) and the mixture heated at 40° C. for 3 h. H2O (100 mL) was added and the mixture concentrated in vacuo to remove some of the MeCN (remaining volume ˜120 mL). The mixture was cooled to 0° C. and the solid filtered off, washed with H2O (15 mL) and Et2O (2×15 mL) and dried to give the title compound as a pale brown solid (505 mg, 32%). δH (DMSO-d6) 8.10 (1H, d, J 9.7 Hz), 7.75-7.73 (1H, m)... Reaction conditions: temperature 40 celsius. Reactants: ClCC=1C=C(C=CC1)C1=CC(=CC2=C1N(C=N2)C2=CC=CC=C2)C(F)(F)F (7-(3-(chloromethyl)phenyl)-1-phenyl-5-trifluoromethylbenzimidazole), N1CCOCC1 (morpholine). The solvent is CN1CCCC1=O (NMP). The product is N1(CCOCC1)CC=1C=C(C=CC1)C1=CC(=CC2=C1N(C=N2)C2=CC=CC=C2)C(F)(F)F (7-(3-(1-Morpholinylmethyl)phenyl)-1-phenyl-5-trifluoromethylbenzimidazole). As a reaction SMILES: Cl[CH2:2][C:3]1[CH:4]=[C:5]([C:9]2[C:14]3[N:15]([C:18]4[CH:23]=[CH:22][CH:21]=[CH:20][CH:19]=4)[CH:16]=[N:17][C:13]=3[CH:12]=[C:11]([C:24]([F:27])([F:26])[F:25])[CH:10]=2)[CH:6]=[CH:7][CH:8]=1.[NH:28]1[CH2:33][CH2:32][O:31][CH2:30][CH2:29]1>CN1C(=O)CCC1>[N:28]1([CH2:2][C:3]2[CH:4]=[C:5]([C:9]3[C:14]4[N:15]([C:18]5[CH:23]=[CH:22][CH:21]=[CH:20][CH:19]=5)[CH:16]=[N:17][C:13]=4[CH:12]=[C:11]([C:24]([F:27])([F:26])[F:25])[CH:10]=3)[CH:6]=[CH:7][CH:8]=2)[CH2:33][CH2:32][O:31][CH2:30][CH2:29]1. Reported procedure: This was prepared analogeously to the above product from 7-(3-(chloromethyl)phenyl)-1-phenyl-5-trifluoromethylbenzimidazole (0.97 g, 2.5 mmol) and morpholine (0.74 ml, 7.5 mmol) in NMP (5 ml) to yield 0.81 g (74%), m/z, 382.1 (M+H)+.